describe an organic reaction: reactants, conditions, products, and yield From a dataset of the Open Reaction Database (ORD), a public repository of structured organic reaction records. Reactants: C1CCOC1, C[Si](C)(C)[N-][Si](C)(C)C, O=[N+]([O-])c1ncccc1F, [Na+], Oc1cccc(N2CCOCC2)c1. Yields the product O=[N+]([O-])c1ncccc1Oc1cccc(N2CCOCC2)c1. RXN SMILES: [CH2:34]1[O:35][CH2:36][CH2:37][CH2:38]1.[CH3:15][Si:16]([N-:17][Si:18]([CH3:19])([CH3:20])[CH3:21])([CH3:22])[CH3:23].[F:24][c:25]1[c:26]([N+:31](=[O:32])[O-:33])[n:27][cH:28][cH:29][cH:30]1.[Na+:14].[O:1]1[CH2:2][CH2:3][N:4]([c:7]2[cH:8][c:9]([OH:13])[cH:10][cH:11][cH:12]2)[CH2:5][CH2:6]1>>[O:1]1[CH2:2][CH2:3][N:4]([c:7]2[cH:8][c:9]([O:13][c:25]3[c:26]([N+:31](=[O:32])[O-:33])[n:27][cH:28][cH:29][cH:30]3)[cH:10][cH:11][cH:12]2)[CH2:5][CH2:6]1.